From a dataset of the Open Reaction Database (ORD), a public repository of structured organic reaction records. describe an organic reaction: reactants, conditions, products, and yield Starting materials: C1N2CN3CN1CN(C2)C3 (hexamethylenetetramine), CCCCCCC=CCCC (undec-7-ene), CC(CC(C[C@@H](CC=C)C=1OC[C@H](N1)C(=O)OCC)=O)(C)C (ethyl (4S)-2-[(1R)-1-(4,4-dimethyl-2-oxopentyl)-3-butenyl]4,5-dihydro-1,3-oxazole-4-carboxylate). Reagents/catalysts: [Cu](Br)Br (copper (II) bromide). Run in ClCCl (dichloromethane), ClCCl (dichloromethane). Reaction conditions: temperature 0 celsius, time 18 hour. Yields the product CC(CC(C[C@@H](CC=C)C=1OC=C(N1)C(=O)OCC)=O)(C)C (ethyl 2-[(1R)-1-(4,4-dimethyl-2-oxopentyl)-3-butenyl]-1,3-oxazole4-carboxylate). The yield is 66.3%. Reaction SMILES: C1N2CN3CN(C2)CN1C3.CCCCCCC=CCCC.[CH3:22][C:23]([CH3:43])([CH3:42])[CH2:24][C:25](=[O:41])[CH2:26][C@H:27]([C:31]1[O:32][CH2:33][C@@H:34]([C:36]([O:38][CH2:39][CH3:40])=[O:37])[N:35]=1)[CH2:28][CH:29]=[CH2:30]>ClCCl.[Cu](Br)Br>[CH3:42][C:23]([CH3:22])([CH3:43])[CH2:24][C:25](=[O:41])[CH2:26][C@H:27]([C:31]1[O:32][CH:33]=[C:34]([C:36]([O:38][CH2:39][CH3:40])=[O:37])[N:35]=1)[CH2:28][CH:29]=[CH2:30]. Reported procedure: A suspension of copper (II) bromide (50.6 g, 226.6 mmol) and hexamethylenetetramine (31.6 g, 225.5 mmol) in dichloromethane (250 ml), under a nitrogen atmosphere, was treated with 1,8-diazabicyco[5.4.0]undec-7-ene (33 ml, 220.7 mmol). The mixture was cooled to 0° C. and treated with a solution of ethyl (4S)-2-[(1R)-1-(4,4-dimethyl-2-oxopentyl)-3-butenyl]4,5-dihydro-1,3-oxazole-4-carboxylate (Preparation 114) (17.6 g, 56.4 mmol) in dichloromethane (250 ml) via a cannula. The reaction mixture was ... Starting materials: ClC1=CC=C(OC2CN(C2)CC[C@@H](CO)NC(=O)NC=2N(N=C(C2)C2CC2)C)C=C1 (1-{(S)-3-[3-(4-chloro-phenoxy)-azetidin-1-yl]-1-hydroxymethyl-propyl}-3-(5-cyclopropyl-2-methyl-2H-pyrazol-3-yl)-urea), N[C@H](CO)CCN1CC(C1)OC1=CC=C(C=C1)F ((S)-2-amino-4-[3-(4-fluoro-phenoxy)-azetidin-1-yl]-butan-1-ol). Yields the product FC1=CC=C(OC2CN(C2)CC[C@@H](CO)NC(=O)NC=2N(N=C(C2)C2CC2)C)C=C1 (1-{(S)-3-[3-(4-fluoro-phenoxy)-azetidin-1-yl]-1-hydroxymethyl-propyl}-3-(5-cyclo-propyl-2-methyl-2H-pyrazol-3-yl)-urea). RXN SMILES: Cl[C:2]1[CH:30]=[CH:29][C:5]([O:6][CH:7]2[CH2:10][N:9]([CH2:11][CH2:12][C@H:13]([NH:16][C:17]([NH:19][C:20]3[N:21]([CH3:28])[N:22]=[C:23]([CH:25]4[CH2:27][CH2:26]4)[CH:24]=3)=[O:18])[CH2:14][OH:15])[CH2:8]2)=[CH:4][CH:3]=1.N[C@@H](CCN1CC(OC2C=CC([F:48])=CC=2)C1)CO>>[F:48][C:2]1[CH:30]=[CH:29][C:5]([O:6][CH:7]2[CH2:10][N:9]([CH2:11][CH2:12][C@H:13]([NH:16][C:17]([NH:19][C:20]3[N:21]([CH3:28])[N:22]=[C:23]([CH:25]4[CH2:27][CH2:26]4)[CH:24]=3)=[O:18])[CH2:14][OH:15])[CH2:8]2)=[CH:4][CH:3]=1. Procedure: This compound is prepared analogously to 1-{(S)-3-[3-(4-chloro-phenoxy)-azetidin-1-yl]-1-hydroxymethyl-propyl}-3-(5-cyclopropyl-2-methyl-2H-pyrazol-3-yl)-urea in Example 83 except using (S)-2-amino-4-[3-(4-fluoro-phenoxy)-azetidin-1-yl]-butan-1-ol in place of (S)-2-amino-4-[3-(4-chloro-phenoxy)-azetidin-1-yl]-butan-1-ol. Starting materials: O([Si](C)(C)C(C)(C)C)[C@H]1CCN2/C(/OC[C@@H]21)=N/C2=C(C(=C(C#N)C=C2)Cl)C (Z-4-[(7S,7aR)-7-(tert-butyldimethylsilanoxy)-tetrahydro-pyrrolo[1,2-c]oxazol-3-ylideneamino]-2-chloro-3-methyl-benzonitrile), CCCC[N+](CCCC)(CCCC)CCCC.[F-] (TBAF), [NH4+].[Cl-] (NH4Cl), CCOC(=O)C (EtOAc). Solvent: C1CCOC1 (THF), C1CCOC1 (THF). Reaction conditions: time 1 hour. The product is O[C@H]1CCN2/C(/OC[C@@H]21)=N/C2=C(C(=C(C#N)C=C2)Cl)C (Z-4-[(7S,7aR)-7-(hydroxy)-tetrahydro-pyrrolo[1,2-c]oxazol-3-ylideneamino]-2-chloro-3-methyl-benzonitrile). Isolated yield 63.1%. RXN SMILES: [O:1]([C@@H:9]1[C@@H:16]2[N:12](/[C:13](=[N:17]/[C:18]3[CH:25]=[CH:24][C:21]([C:22]#[N:23])=[C:20]([Cl:26])[C:19]=3[CH3:27])/[O:14][CH2:15]2)[CH2:11][CH2:10]1)[Si](C(C)(C)C)(C)C.CCCC[N+](CCCC)(CCCC)CCCC.[F-].[NH4+].[Cl-].CCOC(C)=O>C1COCC1>[OH:1][C@@H:9]1[C@@H:16]2[N:12](/[C:13](=[N:17]/[C:18]3[CH:25]=[CH:24][C:21]([C:22]#[N:23])=[C:20]([Cl:26])[C:19]=3[CH3:27])/[O:14][CH2:15]2)[CH2:11][CH2:10]1 |f:1.2,3.4|. Procedure: To a solution of compound 2D (11.0 mg, 0.0250 mmol) in THF (1 mL) at 0° C. was added a 1.0 M TBAF solution in THF (0.250 mL, 0.250 mmol). After stirring at rt for 1 h, saturated aqueous NH4Cl and EtOAc were added. The layers were separated, and the organic layer was washed with brine, then dried over MgSO4, filtered and concentrated. Purification via flash chromatography (silica gel, 0-85% EtOAc in hexane) provided the title compound (4.6 mg). LCMS: m/z 292 [M+H]+. The reactants are BrC1=CC(=C(C=C1)CBr)F (4-bromo-1-(bromomethyl)-2-fluorobenzene), [C-]#N.[K+] (potassium cyanide), C(C)O (ethanol). The solvent is O (water), O (water). The product is BrC1=CC(=C(C=C1)CC#N)F (2-(4-Bromo-2-fluorophenyl)acetonitrile). RXN SMILES: [Br:1][C:2]1[CH:7]=[CH:6][C:5]([CH2:8]Br)=[C:4]([F:10])[CH:3]=1.[C-:11]#[N:12].[K+].C(O)C>O>[Br:1][C:2]1[CH:7]=[CH:6][C:5]([CH2:8][C:11]#[N:12])=[C:4]([F:10])[CH:3]=1 |f:1.2|. Procedure details: The solution of 4-bromo-1-(bromomethyl)-2-fluorobenzene (20 g, 74 mmol) and potassium cyanide (10 g, 153 mmol) in the mixed solvent of ethanol (150 mL) and water (30 mL) was stirred at 70° C. for 1 hour. The resulting solution was diluted with water (50 mL), and then extracted with ethyl acetate (3×200 mL). All the organic solution was dried over sodium sulfate, filtered and concentrated in vacuo. The crude residue was purified by flash column chromatography with 2-5% ethyl acetate in hexane to ... The reactants are C1(=CC=CC=C1)N(C1=CC=CC=C1)C1=CC=C(CO)C=C1 (4-(N,N-Diphenylamino)benzyl alcohol), N1=CC=CC=C1 (pyridine), C(C)(=O)OC(C)=O (acetic anhydride). Run in O (water). Run at time 8 hour. Yields the product C(C)(=O)OCC1=CC=C(C=C1)N(C1=CC=CC=C1)C1=CC=CC=C1 (4-(N,N-diphenylamino)benzyl acetate). The yield is 95.0%. Reaction SMILES: [C:1]1([N:7]([C:14]2[CH:21]=[CH:20][C:17]([CH2:18][OH:19])=[CH:16][CH:15]=2)[C:8]2[CH:13]=[CH:12][CH:11]=[CH:10][CH:9]=2)[CH:6]=[CH:5][CH:4]=[CH:3][CH:2]=1.N1C=CC=CC=1.[C:28](OC(=O)C)(=[O:30])[CH3:29]>O>[C:28]([O:19][CH2:18][C:17]1[CH:20]=[CH:21][C:14]([N:7]([C:1]2[CH:6]=[CH:5][CH:4]=[CH:3][CH:2]=2)[C:8]2[CH:13]=[CH:12][CH:11]=[CH:10][CH:9]=2)=[CH:15][CH:16]=1)(=[O:30])[CH3:29]. Reported procedure: 4-(N,N-Diphenylamino)benzyl alcohol (5.94 g, 0.0216 mol), pyridine (16 mL) and acetic anhydride (11.4 mL) were mixed in a three-neck flask equipped with a condenser and addition funnel. The resulting mixture was stirred overnight at room temperature. Deionized water (50 mL) was then added and the resulting mixture stirred for 2 hours. The product was obtained by filtration, and recrystallized from hexane to yield the desired product (6.52 g, 95%). m.p. 105-6° C.; 1H NMR δ: 2.10 (s, 3H, CH3), 5.0... The reactants are CC1=C(C(C[C@@H]1O[N+](=O)[O-])=O)CC=C ((S)-3-methyl-4-nitroxy-2-(2-propenyl)-2-cyclopenten-1-one), C([O-])([O-])=O.[Ca+2] (calcium carbonate), O (water), )-isomer/( S )-isomer. Solvent: C(Cl)(Cl)Cl (chloroform). Run at time 2 hour. Procedure details: A mixture of 0.99 g of purified (S)-3-methyl-4-nitroxy-2-(2-propenyl)-2-cyclopenten-1-one prepared in Example 6, 0.50 g of calcium carbonate and 30 ml of water was stirred at a temperature of 85°-90° C. for 2 hours. Thereafter, with the same operations as in Example 3, 0.72 g of (R)-4-hydroxy-3-methyl-2-(2-propenyl)-2-cyclopenten-1-one (chemical purity: 94.2%, [α]D24 : -6.64° (C=1.18, in chloroform), (R)-isomer/(S)-isomer=76.2/23.8) was obtained. RXN SMILES: [CH3:1][C:2]1[C@@H:6]([O:7][N+]([O-])=O)[CH2:5][C:4](=[O:11])[C:3]=1[CH2:12][CH:13]=[CH2:14].C(=O)([O-])[O-].[Ca+2].O>C(Cl)(Cl)Cl>[OH:7][C@@H:6]1[CH2:5][C:4](=[O:11])[C:3]([CH2:12][CH:13]=[CH2:14])=[C:2]1[CH3:1] |f:1.2|. Product: O[C@H]1C(=C(C(C1)=O)CC=C)C ((R)-4-hydroxy-3-methyl-2-(2-propenyl)-2-cyclopenten-1-one). Yield: 94.2%. The product is C1=CC(=CC=2SC3=C(C=CC21)C=CC=C3)C(=O)O (Dibenzo[b,f]thiepin-3-carboxylic Acid). Procedure: 2.0 G. 3-cyanodibenzo[b,f]thiepin are refluxed in a mixture of 25 cc. concentrated HCl and 25 cc. glacial acetic acid for 19 hours; the acid separates from the hot solution. After cooling, the mixture is diluted with water and the light yellow solid is filtered and washed well with water. The yield of dibenzo[b,f]thiepin-3-carboxylic acid is 2.07 g. (95.8%), m.p. 251° C.-254° C. Solvent: O (water). As a reaction SMILES: C([C:3]1[CH:4]=[CH:5][C:6]2[CH:12]=[CH:11][C:10]3[CH:13]=[CH:14]C=[CH:16][C:9]=3[S:8][C:7]=2[CH:17]=1)#N.Cl.[C:19]([OH:22])(=[O:21])[CH3:20]>O>[CH:13]1[C:10]2[CH:11]=[CH:12][C:6]3[CH:5]=[CH:4][CH:3]=[CH:17][C:7]=3[S:8][C:9]=2[CH:16]=[C:20]([C:19]([OH:22])=[O:21])[CH:14]=1. The reactants are C(#N)C=1C=CC2=C(SC3=C(C=C2)C=CC=C3)C1 (3-cyanodibenzo[b,f]thiepin), Cl (HCl), C(C)(=O)O (acetic acid).